From a dataset of the Open Reaction Database (ORD), a public repository of structured organic reaction records. describe an organic reaction: reactants, conditions, products, and yield Reactants: BrC1=CC=C(C=2N3C(=NC21)N(CCC3)C3=C(C=C(C=C3)OC)C)C(C(F)(F)F)O (1-[9-bromo-1-(4-methoxy-2-methylphenyl)-1,2,3,4-tetrahydropyrimido[1,2-a]benzimidazol-6-yl]-2,2,2-trifluoroethanol), C[O-].[Na+] (sodium methoxide). Reagents/catalysts: [Cu]I (copper(I) iodide). Solvent: CN(C=O)C (N,N-dimethylformamide). Run at temperature 100 celsius, time 1 hour. Product: FC(C(O)C1=CC=C(C2=C1N1C(=N2)N(CCC1)C1=C(C=C(C=C1)OC)C)OC)(F)F (2,2,2-Trifluoro-1-[9-methoxy-1-(4-methoxy-2-methylphenyl)-1,2,3,4-tetrahydropyrimido[1,2-a]benzimidazol-6-yl]ethanol). Yield: 54.0%. As a reaction SMILES: Br[C:2]1[C:10]2[N:9]=[C:8]3[N:11]([C:15]4[CH:20]=[CH:19][C:18]([O:21][CH3:22])=[CH:17][C:16]=4[CH3:23])[CH2:12][CH2:13][CH2:14][N:7]3[C:6]=2[C:5]([CH:24]([OH:29])[C:25]([F:28])([F:27])[F:26])=[CH:4][CH:3]=1.[CH3:30][O-:31].[Na+]>CN(C)C=O.[Cu]I>[F:28][C:25]([F:26])([F:27])[CH:24]([C:5]1[C:6]2[N:7]3[CH2:14][CH2:13][CH2:12][N:11]([C:15]4[CH:20]=[CH:19][C:18]([O:21][CH3:22])=[CH:17][C:16]=4[CH3:23])[C:8]3=[N:9][C:10]=2[C:2]([O:31][CH3:30])=[CH:3][CH:4]=1)[OH:29] |f:1.2|. Procedure details: A mixture of 1-[9-bromo-1-(4-methoxy-2-methylphenyl)-1,2,3,4-tetrahydropyrimido[1,2-a]benzimidazol-6-yl]-2,2,2-trifluoroethanol (200 mg, 0.425 mmol), sodium methoxide (28% methanol solution, 3 mL), copper(I) iodide (121 mg, 0.635 mmol) in N,N-dimethylformamide (3 mL) was stirred at 100° C. for 1 hr. The reaction was quenched by aqueous saturated ammonium chloride, and the mixture was extracted with ethyl acetate. The combined organic layer was washed with brine, dried over anhydrous sodium sulfa... Starting materials: CCCCc1ccc(C#Cc2ccc(CN(C(=O)C(C)(C)C)c3ccc4c(c3)C(=O)OC(C)(C)O4)cc2)cc1, CCO, [Na+], [OH-]. Product: CCCCc1ccc(C#Cc2ccc(CN(C(=O)C(C)(C)C)c3ccc(O)c(C(=O)O)c3)cc2)cc1. As a reaction SMILES: [CH2:1]([CH2:2][CH2:3][CH3:4])[c:5]1[cH:6][cH:7][c:8]([C:11]#[C:12][c:13]2[cH:14][cH:15][c:16]([CH2:17][N:18]([C:19]([C:20]([CH3:21])([CH3:22])[CH3:23])=[O:24])[c:25]3[cH:26][c:27]4[c:28]([cH:36][cH:37]3)[O:29][C:30]([CH3:34])([CH3:35])[O:31][C:32]4=[O:33])[cH:38][cH:39]2)[cH:9][cH:10]1.[CH3:42][CH2:43][OH:44].[Na+:41].[OH-:40]>>[CH2:1]([CH2:2][CH2:3][CH3:4])[c:5]1[cH:6][cH:7][c:8]([C:11]#[C:12][c:13]2[cH:14][cH:15][c:16]([CH2:17][N:18]([C:19]([C:20]([CH3:21])([CH3:22])[CH3:23])=[O:24])[c:25]3[cH:26][c:27]([C:32](=[O:31])[OH:33])[c:28]([OH:29])[cH:36][cH:37]3)[cH:38][cH:39]2)[cH:9][cH:10]1. Reactants: C(C)(C)(C)ON=C1C=C(OC2=CC=C(C=C12)O)C1=CC=2N(C=N1)C=CC2 (6-hydroxy-2-pyrrolo[1,2-c]pyrimidin-3-yl-chromen-4-one O-tert-butyl-oxime), C([O-])([O-])=O.[Cs+].[Cs+] (cesium carbonate), ICCOC1=CC=CC=C1 ((2-Iodo-ethoxy)-benzene). The solvent is CN(C=O)C (dimethylformamide), O (water). Product: C(C)(C)(C)ON=C1C=C(OC2=CC=C(C=C12)OCCOC1=CC=CC=C1)C1=CC=2N(C=N1)C=CC2 (6-(2-Phenoxy-ethoxy)-2-pyrrolo[1,2-c]pyrimidin-3-yl-chromen-4-one O-tert-butyl oxime). The yield is 38.1%. RXN SMILES: [C:1]([O:5][N:6]=[C:7]1[C:16]2[C:11](=[CH:12][CH:13]=[C:14]([OH:17])[CH:15]=2)[O:10][C:9]([C:18]2[N:23]=[CH:22][N:21]3[CH:24]=[CH:25][CH:26]=[C:20]3[CH:19]=2)=[CH:8]1)([CH3:4])([CH3:3])[CH3:2].C(=O)([O-])[O-].[Cs+].[Cs+].I[CH2:34][CH2:35][O:36][C:37]1[CH:42]=[CH:41][CH:40]=[CH:39][CH:38]=1>CN(C)C=O.O>[C:1]([O:5][N:6]=[C:7]1[C:16]2[C:11](=[CH:12][CH:13]=[C:14]([O:17][CH2:34][CH2:35][O:36][C:37]3[CH:42]=[CH:41][CH:40]=[CH:39][CH:38]=3)[CH:15]=2)[O:10][C:9]([C:18]2[N:23]=[CH:22][N:21]3[CH:24]=[CH:25][CH:26]=[C:20]3[CH:19]=2)=[CH:8]1)([CH3:4])([CH3:2])[CH3:3] |f:1.2.3|. Procedure: A mixture of 6-hydroxy-2-pyrrolo[1,2-c]pyrimidin-3-yl-chromen-4-one O-tert-butyl-oxime (example 81A) (150 mg, 0.43 mmol), cesium carbonate (280 mg, 0.85 mmol) and (2-Iodo-ethoxy)-benzene (413 mg, 3.87 mmol), in dimethylformamide (6 rill) was stirring at room temperature for 24 hours. The reaction mixture was diluted with water and extracted with ethyl acetate. The organic layers were washed with a saturated solution of ammonium chloride, water, brine, dried over sodium sulfate, filtered and conc... Reactants: COC=1C(=C(OCCCOC2=C(C3=C(CCC(O3)C(=O)OC)C=C2)CCC)C=CC1C=1N=C(SC1)SC)CCC (Methyl 3,4-dihydro-7-[3-[3-methoxy-4-[2-(methylthio)-4-thiazolyl]-2-propylphenoxy]propoxy]-8-propyl-2H-1-benzopyran-2-carboxylate), CO.C1CCOC1 (methanol THF), [OH-].[Li+] (lithium hydroxide). Run in C(C)(=O)OCC.O (ethyl acetate water). The product is COC=1C(=C(OCCCOC2=C(C3=C(CCC(O3)C(=O)O)C=C2)CCC)C=CC1C=1N=C(SC1)SC)CCC (3,4-Dihydro-7-[3-[3-methoxy-4-[2-(methylthio)-4-thiazolyl]-2-propylphenoxy]propoxy]-8-propyl-2H-1-benzopyran-2-carboxylic acid). The yield is 93.9%. Reaction SMILES: [CH3:1][O:2][C:3]1[C:4]([CH2:38][CH2:39][CH3:40])=[C:5]([CH:28]=[CH:29][C:30]=1[C:31]1[N:32]=[C:33]([S:36][CH3:37])[S:34][CH:35]=1)[O:6][CH2:7][CH2:8][CH2:9][O:10][C:11]1[CH:24]=[CH:23][C:14]2[CH2:15][CH2:16][CH:17]([C:19]([O:21]C)=[O:20])[O:18][C:13]=2[C:12]=1[CH2:25][CH2:26][CH3:27].CO.C1COCC1.[OH-].[Li+]>C(OCC)(=O)C.O>[CH3:1][O:2][C:3]1[C:4]([CH2:38][CH2:39][CH3:40])=[C:5]([CH:28]=[CH:29][C:30]=1[C:31]1[N:32]=[C:33]([S:36][CH3:37])[S:34][CH:35]=1)[O:6][CH2:7][CH2:8][CH2:9][O:10][C:11]1[CH:24]=[CH:23][C:14]2[CH2:15][CH2:16][CH:17]([C:19]([OH:21])=[O:20])[O:18][C:13]=2[C:12]=1[CH2:25][CH2:26][CH3:27] |f:1.2,3.4,5.6|. Reported procedure: The compound of Example 27 (48 mg, 81.9 μmol) was added to 3.0 ml of 4:1 methanol/THF, and 0.17 ml of 1M lithium hydroxide was added. The mixture was allowed to react at room temperature for 2.75 hours. The reaction mixture was poured into ethyl acetate/water, and the ethyl acetate layer was washed with brine, dried over sodium sulfate and concentrated to give the product (44 mg, 76.9 μmol, 94% yield). High resolution mass spectrum, m/e 527.2159 (calculated for C29H37NO4S2 (M-CO2), 527.2164). Reactants: O=C(CCC1C(C(CCC1(C)C)=O)C)C (3-(3-oxobutyl)-2,4,4-trimethyl-cyclohexanone), S(O)(O)(=O)=O (sulphuric acid), S(=O)(=O)([O-])[O-].[NH4+].[NH4+] (ammonium sulphate), [ 1979 ], S(O)(O)(=O)=O (sulphuric acid). Reagents/catalysts: [C].[Pd] (palladium-carbon). The solvent is O (water), C(C)OCC (diethyl ether), C(C)(=O)OCC (ethyl acetate). Yields the product CC1=CCC2C(CCC(C12C)=O)(C)C (1,4,4,7a-tetramethyl-3a,4,5,7a-tetrahydro-7(6H)-ind-1-enone). Isolated yield 83.8%. As a reaction SMILES: O=[C:2]([CH3:15])[CH2:3][CH2:4][CH:5]1[C:10]([CH3:12])([CH3:11])[CH2:9][CH2:8][C:7](=[O:13])[CH:6]1[CH3:14].S(=O)(=O)(O)O.S([O-])([O-])(=O)=O.[NH4+].[NH4+]>C(OCC)(=O)C.C(OCC)C.O.[C].[Pd]>[CH3:15][C:2]1[C:6]2([CH3:14])[CH:5]([C:10]([CH3:12])([CH3:11])[CH2:9][CH2:8][C:7]2=[O:13])[CH2:4][CH:3]=1 |f:2.3.4,8.9|. Procedure: 60 g of 3-(3-oxobutyl)-2,4,4-trimethyl-cyclohexanone (product of the catalytic hydrogenation of 4-ketoionone with palladium-carbon in ethyl acetate at room temperature and normal pressure, see H. Jwamuro et al., 23rd Proceedings of the Chemical Society of Japan, 86 [1979]) are dissolved in 500 ml of diethyl ether and at the reflux temperature of the solution there are immediately added dropwise while stirring 25 ml of 80% sulphuric acid. A further 25 ml of 80% sulphuric acid are added dropwise f... The reactants are C=1(C(=CC=CC1)S(=O)(=O)OC1=C(N2C(CC2C1)=O)C(=O)OCC1=CC=CC=C1)C (benzyl 3-toluenesulfonyloxy-1-azabicyclo[3.2.0]hept-2-en-7-one-2-carboxylate), C (charcoal), C([O-])(O)=O.[Na+] (sodium bicarbonate). Reagents/catalysts: [Pd] (palladium). Reaction conditions: time 30 minute. Solvent: O1CCOCC1 (dioxane), O (water). Procedure details: A mixture of benzyl 3-toluenesulfonyloxy-1-azabicyclo[3.2.0]hept-2-en-7-one-2-carboxylate (30 mg) and 10% palladium on powdered charcoal (25 mg) in dioxane (3 ml) and water (1 ml) containing sodium bicarbonate (7 mg) is hydrogenated at 40 psi for 30 mins. The mixture is filtered to remove the catalyst which is washed with several portions of H2O (3×3 ml). The combined filtrate is washed with ethyl acetate (3×2 ml), concentrated in vacuo to ca. 2 ml, and lyophilized to afford sodium 3-toluenesulf... RXN SMILES: [C:1]1([CH3:29])[C:2]([S:7]([O:10][C:11]2[CH2:17][CH:16]3[N:13]([C:14](=[O:18])[CH2:15]3)[C:12]=2[C:19]([O:21]CC2C=CC=CC=2)=[O:20])(=[O:9])=[O:8])=[CH:3][CH:4]=[CH:5][CH:6]=1.C.C(=O)(O)[O-].[Na+:35]>O1CCOCC1.O.[Pd]>[C:1]1([CH3:29])[C:2]([S:7]([O:10][C:11]2[CH2:17][CH:16]3[N:13]([C:14](=[O:18])[CH2:15]3)[C:12]=2[C:19]([O-:21])=[O:20])(=[O:9])=[O:8])=[CH:3][CH:4]=[CH:5][CH:6]=1.[Na+:35] |f:2.3,7.8|. Yields the product C=1(C(=CC=CC1)S(=O)(=O)OC1=C(N2C(CC2C1)=O)C(=O)[O-])C.[Na+] (sodium 3-toluenesulfonyloxy-1-azabicyclo[3.2.0]hept-2-en-7-one-2-carboxylate). Reactants: CI, CC(C)c1nn2ccccc2c1C(O)C(C)C, [Cl-], [H-], [NH4+], [Na+], C1CCOC1. The product is COC(c1c(C(C)C)nn2ccccc12)C(C)C. RXN SMILES: [CH3:20][I:21].[CH:3]([CH3:4])([CH3:5])[c:6]1[n:7][n:8]2[c:9]([cH:10][cH:11][cH:12][cH:13]2)[c:14]1[CH:15]([CH:16]([CH3:17])[CH3:18])[OH:19].[Cl-:22].[H-:1].[NH4+:23].[Na+:2].[O:24]1[CH2:25][CH2:26][CH2:27][CH2:28]1>>[CH:3]([CH3:4])([CH3:5])[c:6]1[n:7][n:8]2[c:9]([cH:10][cH:11][cH:12][cH:13]2)[c:14]1[CH:15]([CH:16]([CH3:17])[CH3:18])[O:19][CH3:20]. Reactants: CC=1OC(=C(N1)C1=CC=2CCCCC2C=C1)C(=O)O ([2-methyl-4-(5,6,7,8-tetrahydronaphthalen-2-yl)-5-oxazolyl]carboxylic acid), S(O)(O)(=O)=O (sulfuric acid), CO (methanol). The product is CC=1OC(=C(N1)C1=CC=2CCCCC2C=C1)C(=O)OC (methyl [2-methyl-4-(5,6,7,8-tetrahydronaphthalen-2-yl)-5-oxazolyl]carboxylate). The yield is 76.0%. As a reaction SMILES: [CH3:1][C:2]1[O:3][C:4]([C:17]([OH:19])=[O:18])=[C:5]([C:7]2[CH:16]=[CH:15][C:14]3[CH2:13][CH2:12][CH2:11][CH2:10][C:9]=3[CH:8]=2)[N:6]=1.S(=O)(=O)(O)O.[CH3:25]O>>[CH3:1][C:2]1[O:3][C:4]([C:17]([O:19][CH3:25])=[O:18])=[C:5]([C:7]2[CH:16]=[CH:15][C:14]3[CH2:13][CH2:12][CH2:11][CH2:10][C:9]=3[CH:8]=2)[N:6]=1. Procedure: To a solution of [2-methyl-4-(5,6,7,8-tetrahydronaphthalen-2-yl)-5-oxazolyl]carboxylic acid (6.0 g) in methanol (120 mL) was added conc. sulfuric acid (6.0 mL) and the mixture was stirred with heating under reflux for 18 hrs. The reaction mixture was concentrated and the residue was diluted with water. The mixture was extracted with ethyl acetate. The organic layer was washed successively with saturated aqueous sodium hydrogen carbonate, water and saturated brine, dried over anhydrous magnesium ...